The task is: describe an organic reaction: reactants, conditions, products, and yield. This data is from the Open Reaction Database (ORD), a public repository of structured organic reaction records. The reactants are O=C([O-])[O-], CN(C)C=O, ClCCCN1CCN(c2ccccc2)CC1, Cl, Cl, [K+], [K+], [Na], O=Cc1ccccc1O. Product: O=Cc1ccccc1OCCCN1CCN(c2ccccc2)CC1. RXN SMILES: [C:29](=[O:30])([O-:31])[O-:32].[CH3:35][N:36]([CH3:37])[CH:38]=[O:39].[Cl:13][CH2:14][CH2:15][CH2:16][N:17]1[CH2:18][CH2:19][N:20]([c:23]2[cH:24][cH:25][cH:26][cH:27][cH:28]2)[CH2:21][CH2:22]1.[ClH:11].[ClH:12].[K+:33].[K+:34].[Na:1].[OH:2][c:3]1[c:4]([CH:5]=[O:6])[cH:7][cH:8][cH:9][cH:10]1>>[O:2]([c:3]1[c:4]([CH:5]=[O:6])[cH:7][cH:8][cH:9][cH:10]1)[CH2:14][CH2:15][CH2:16][N:17]1[CH2:18][CH2:19][N:20]([c:23]2[cH:24][cH:25][cH:26][cH:27][cH:28]2)[CH2:21][CH2:22]1.